describe an organic reaction: reactants, conditions, products, and yield From a dataset of the Open Reaction Database (ORD), a public repository of structured organic reaction records. Yield: 84.9%. As a reaction SMILES: [Br:1][CH2:2][C:3]([C:5]1[C:10]([Cl:11])=[CH:9][C:8]([O:12][CH2:13][C:14]([F:17])([F:16])[F:15])=[CH:7][N:6]=1)=O.Cl.[CH3:19][O:20][NH2:21]>C(O)C>[CH3:19][O:20][N:21]=[C:3]([C:5]1[C:10]([Cl:11])=[CH:9][C:8]([O:12][CH2:13][C:14]([F:17])([F:16])[F:15])=[CH:7][N:6]=1)[CH2:2][Br:1] |f:1.2|. Starting materials: BrCC(=O)C1=NC=C(C=C1Cl)OCC(F)(F)F (2-bromo-1-[3-chloro-5-(2,2,2-trifluoroethoxy)pyridin-2-yl]ethanone), Cl.CON (methoxyamine hydrochloride). Procedure: To 1.3 g of 2-bromo-1-[3-chloro-5-(2,2,2-trifluoroethoxy)pyridin-2-yl]ethanone in 10 ml of ethanol, 362 mg of methoxyamine hydrochloride was added, and the mixture was stirred at room temperature for 13 hours. After completion of the reaction, the solvent was evaporated under reduced pressure, and the resulting residue was purified by silica gel column chromatography using ethyl acetate-hexane (with a gradient of from 0:100 to 5:95) to obtain 1.2 g of the desired product as a colorless oil. Reaction conditions: time 13 hour. The product is CON=C(CBr)C1=NC=C(C=C1Cl)OCC(F)(F)F (2-bromo-1-[3-chloro-5-(2,2,2-trifluoroethoxy)pyridin-2-yl]ethanone-O-methyloxime). The solvent is C(C)O (ethanol). The reactants are C(C)N1C(CC=2C=C3C(=CC12)C(CO3)O)=O (5-ethyl-3-hydroxy-6-oxo-2,3,6,7-tetrahydro-furo[2,3-f]indole), solution, FC(C(=O)O)(F)F (trifluoroacetic acid). Solvent: C(C)#N (acetonitrile), C(C)#N (acetonitrile). Run at time 12 hour. Yields the product C(C)N1C(CC=2C=C3C(=CC12)C=CO3)=O (5-ethyl-6-oxo-6,7-dihydro-furo[2,3-f]indole). RXN SMILES: [CH2:1]([N:3]1[C:11]2[CH:10]=[C:9]3[CH:12](O)[CH2:13][O:14][C:8]3=[CH:7][C:6]=2[CH2:5][C:4]1=[O:16])[CH3:2].FC(F)(F)C(O)=O>C(#N)C>[CH2:1]([N:3]1[C:11]2[CH:10]=[C:9]3[CH:12]=[CH:13][O:14][C:8]3=[CH:7][C:6]=2[CH2:5][C:4]1=[O:16])[CH3:2]. Procedure details: To a slurry of 30.3 g. (0.138 mole) of 5-ethyl-3-hydroxy-6-oxo-2,3,6,7-tetrahydro-furo[2,3-f]indole in 950 ml. of acetonitrile at 25° C. was added 7 ml. of a 10% solution of trifluoroacetic acid in acetonitrile, and the reaction was allowed to stir at room temperature for 12 hours. The clear solution was evaporated to give a quantitative yield of the product. A small sample was recrystallized from hexane, m.p. 112°-113° C. Starting materials: [N+](=O)([O-])C=1C=C(C=O)C=CC1 (m-nitrobenzaldehyde), C(CC(=O)C)(=O)OCCN1CCN(CC1)C(C1=CC=C(C=C1)C)C1=CC=C(C=C1)C (2-[4-(4,4'-dimethylbenzhydryl)-1-piperazinyl]ethyl acetoacetate), N\C(=C/C(=O)OC)\C (methyl 3-aminocrotonate), C(C)(C)O (isopropyl alcohol). The product is CC=1NC(=C(C(C1C(=O)OCCN1CCN(CC1)C(C1=CC=C(C=C1)C)C1=CC=C(C=C1)C)C1=CC(=CC=C1)[N+](=O)[O-])C(=O)OC)C (2-[4-(4,4'-dimethylbenzhydryl)-1-piperazinyl]ethyl methyl 2,6-dimethyl-4-(3-nitrophenyl)-1,4-dihydropyridine-3,5-dicarboxylate). The yield is 53.1%. Reaction SMILES: [N+:1]([C:4]1[CH:5]=[C:6]([CH:9]=[CH:10][CH:11]=1)[CH:7]=O)([O-:3])=[O:2].[C:12]([O:18][CH2:19][CH2:20][N:21]1[CH2:26][CH2:25][N:24]([CH:27]([C:35]2[CH:40]=[CH:39][C:38]([CH3:41])=[CH:37][CH:36]=2)[C:28]2[CH:33]=[CH:32][C:31]([CH3:34])=[CH:30][CH:29]=2)[CH2:23][CH2:22]1)(=[O:17])[CH2:13]C(C)=O.[NH2:42]/[C:43](/[CH3:49])=[CH:44]\[C:45]([O:47][CH3:48])=[O:46].[CH:50](O)(C)[CH3:51]>>[CH3:50][C:51]1[NH:42][C:43]([CH3:49])=[C:44]([C:45]([O:47][CH3:48])=[O:46])[CH:7]([C:6]2[CH:9]=[CH:10][CH:11]=[C:4]([N+:1]([O-:3])=[O:2])[CH:5]=2)[C:13]=1[C:12]([O:18][CH2:19][CH2:20][N:21]1[CH2:22][CH2:23][N:24]([CH:27]([C:35]2[CH:40]=[CH:39][C:38]([CH3:41])=[CH:37][CH:36]=2)[C:28]2[CH:33]=[CH:32][C:31]([CH3:34])=[CH:30][CH:29]=2)[CH2:25][CH2:26]1)=[O:17]. Procedure details: A mixture of m-nitrobenzaldehyde, 2-[4-(4,4'-dimethylbenzhydryl)-1-piperazinyl]ethyl acetoacetate and methyl 3-aminocrotonate was worked up in isopropyl alcohol in the same manner as Example 1 to give 2-[4-(4,4'-dimethylbenzhydryl)-1-piperazinyl]ethyl methyl 2,6-dimethyl-4-(3-nitrophenyl)-1,4-dihydropyridine-3,5-dicarboxylate as a light yellow powder, m.p. 83°-87° C. (sintering). Yield 53.1%. IR(Nujol)cm-1 : 3330, 1695, 1680(shoulder). NMR(CDCl3) δ: 2.32(6H,s, ##STR19## 2.36(6H,s, ##STR20## 3.60... Starting materials: C([O-])([O-])=O.[K+].[K+] (Potassium carbonate), C(C)(C)(C)OC(=O)N1N=C(C2=C1ON(CC2)CC2=CC=CC=C2)N (t-butyl-3-amino-6-benzyl-4,5,6,7-tetrahydro-7-oxapyrazolo[3,4-c]pyridin-1-carboxylate), ClCCC(=O)N1CCN(CC1)C1=C(C=C(C=C1)C)C (3-chloro-1-{4-(2,4-dimethylphenyl)piperazin-1-yl}propan-1-one). Run in C(C)#N (acetonitrile). Run at time 30 minute. Yields the product NC1=NN(C=2C(N(CCC21)CC2=CC=CC=C2)=O)C(CCN2CCN(CC2)C2=C(C=C(C=C2)C)C)=O (3-amino-1-[{4-(2,4-dimethylphenyl)piperazin-1-yl}propanoyl]-6-N-benzyl-4,5,6,7-tetrahydro-1H-pyrazolo[3,4-c]pyridin-7-one). Yield: 11.6%. As a reaction SMILES: [C:1](=[O:4])([O-])[O-].[K+].[K+].C(O[C:12]([N:14]1[C:18]2O[N:20]([CH2:23][C:24]3[CH:29]=[CH:28][CH:27]=[CH:26][CH:25]=3)[CH2:21][CH2:22][C:17]=2[C:16]([NH2:30])=[N:15]1)=[O:13])(C)(C)C.ClC[CH2:33][C:34]([N:36]1[CH2:41][CH2:40][N:39]([C:42]2[CH:47]=[CH:46][C:45]([CH3:48])=[CH:44][C:43]=2[CH3:49])[CH2:38][CH2:37]1)=O>C(#N)C>[NH2:30][C:16]1[C:17]2[CH2:22][CH2:21][N:20]([CH2:23][C:24]3[CH:25]=[CH:26][CH:27]=[CH:28][CH:29]=3)[C:1](=[O:4])[C:18]=2[N:14]([C:12](=[O:13])[CH2:33][CH2:34][N:36]2[CH2:41][CH2:40][N:39]([C:42]3[CH:47]=[CH:46][C:45]([CH3:48])=[CH:44][C:43]=3[CH3:49])[CH2:38][CH2:37]2)[N:15]=1 |f:0.1.2|. Reported procedure: Potassium carbonate (68.2 mg, 0.494 mmol) was added to a solution of t-butyl-3-amino-6-benzyl-4,5,6,7-tetrahydro-7-oxapyrazolo[3,4-c]pyridin-1-carboxylate (154 mg, 0.449 mmol) dissolved in anhydrous acetonitrile (1.9 mL) and then stirred at room temperature for 30 minutes. After adding 3-chloro-1-{4-(2,4-dimethylphenyl)piperazin-1-yl}propan-1-one (132.2 mg, 0.471 mmol), reaction was carried out overnight. A target compound (25.4 mg, 0.052 mmol, 11.6%) was yielded as white solid. The reactants are COC(=NC#N)c1ccccn1, CCOCC, CO, ClCCl, Nc1ccccc1. Yields the product N#CNC(=Nc1ccccc1)c1ccccn1. Reaction SMILES: [C:1](#[N:2])[N:3]=[C:4]([O:5][CH3:6])[c:7]1[n:8][cH:9][cH:10][cH:11][cH:12]1.[CH2:20]([O:21][CH2:22][CH3:23])[CH3:24].[CH3:28][OH:29].[Cl:25][CH2:26][Cl:27].[NH2:13][c:14]1[cH:15][cH:16][cH:17][cH:18][cH:19]1>>[C:1](#[N:2])[NH:3][C:4]([c:7]1[n:8][cH:9][cH:10][cH:11][cH:12]1)=[N:13][c:14]1[cH:15][cH:16][cH:17][cH:18][cH:19]1.